Task: describe an organic reaction: reactants, conditions, products, and yield. Dataset: the Open Reaction Database (ORD), a public repository of structured organic reaction records Reactants: CO, COC(=O)c1cc(O)no1, [Na+], [OH-]. The product is O=C(O)c1cc(O)no1. RXN SMILES: [CH3:13][OH:14].[CH3:1][O:2][C:3](=[O:4])[c:5]1[cH:6][c:7]([OH:10])[n:8][o:9]1.[Na+:12].[OH-:11]>>[O:2]=[C:3]([OH:4])[c:5]1[cH:6][c:7]([OH:10])[n:8][o:9]1. Starting materials: ( V ), C(C=C)(=O)OCC (ethyl acrylate), C(C(=C)C)(=O)OC (methyl methacrylate), N(=NC(C#N)(C)C)C(C#N)(C)C (azobisisobutyronitrile). The solvent is C(C)(=O)OCC (ethyl acetate). Yields the product C(C(=C)C)(=O)OC.C(C=C)(=O)O (Methyl methacrylate acrylic acid). As a reaction SMILES: [C:1]([O:5]CC)(=[O:4])[CH:2]=[CH2:3].[C:8]([O:13][CH3:14])(=[O:12])[C:9]([CH3:11])=[CH2:10].N(C(C)(C)C#N)=NC(C)(C)C#N>C(OCC)(=O)C>[C:8]([O:13][CH3:14])(=[O:12])[C:9]([CH3:11])=[CH2:10].[C:1]([OH:5])(=[O:4])[CH:2]=[CH2:3] |f:4.5|. Procedure: The coupler dispersion used in Sample (V) (Dispersion 1) was prepared as follows. In 50 ml of ethyl acetate was dissolved 10 g of Cyan Coupler (C-4), 2 g of ethyl acrylate, and 5 g of methyl methacrylate, and 0.2 g of azobisisobutyronitrile was added to the solution as a polymerization initiator. The mixture was allowed to react at 60° C. for 10 hours. After completion of the reaction, the reaction mixture was concentrated to a volume of 20 ml. The resulting concentrate was added to 100 ml of an... Reaction conditions: time 8 hour. Procedure: To a solution of 2-(1-(4-amino-4-methylpentyl)-5-(difluoromethoxy)-1H-indazol-3-yl)-N-tert-butyl-5-trityl-5H-pyrrolo[3,2-b]pyrazine-7-carboxamide (54 mg, 0.08 mmol) in 3 mL of dichloromethane was added 3 mL of trifluoroacetic acid. The reaction mixture was stirred overnight at room temperature. After solvent evaporation, the residue was purified by preparative-HPLC (Gemini 5u C18 150×21.2 mm; inject volume: 3 mL/inj, flow rate: 20 mL/min; wavelength: 214 nm and 254 nm; the gradient conditions ar... Isolated yield 34.0%. Starting materials: NC(CCCN1N=C(C2=CC(=CC=C12)OC(F)F)C1=CN=C2C(=N1)C(=CN2C(C2=CC=CC=C2)(C2=CC=CC=C2)C2=CC=CC=C2)C(=O)NC(C)(C)C)(C)C (2-(1-(4-amino-4-methylpentyl)-5-(difluoromethoxy)-1H-indazol-3-yl)-N-tert-butyl-5-trityl-5H-pyrrolo[3,2-b]pyrazine-7-carboxamide), FC(C(=O)O)(F)F (trifluoroacetic acid). The solvent is ClCCl (dichloromethane). Yields the product FC(C(=O)O)(F)F.NC(CCCN1N=C(C2=CC(=CC=C12)OC(F)F)C1=CN=C2C(=N1)C(=CN2)C(=O)NC(C)(C)C)(C)C (2-(1-(4-amino-4-methylpentyl)-5-(difluoromethoxy)-1H-indazol-3-yl)-N-tert-butyl-5H-pyrrolo[3,2-b]pyrazine-7-carboxamide 2,2,2-trifluoroacetate). RXN SMILES: [NH2:1][C:2]([CH3:55])([CH3:54])[CH2:3][CH2:4][CH2:5][N:6]1[C:14]2[C:9](=[CH:10][C:11]([O:15][CH:16]([F:18])[F:17])=[CH:12][CH:13]=2)[C:8]([C:19]2[N:24]=[C:23]3[C:25]([C:47]([NH:49][C:50]([CH3:53])([CH3:52])[CH3:51])=[O:48])=[CH:26][N:27](C(C4C=CC=CC=4)(C4C=CC=CC=4)C4C=CC=CC=4)[C:22]3=[N:21][CH:20]=2)=[N:7]1.[F:56][C:57]([F:62])([F:61])[C:58]([OH:60])=[O:59]>ClCCl>[F:56][C:57]([F:62])([F:61])[C:58]([OH:60])=[O:59].[NH2:1][C:2]([CH3:55])([CH3:54])[CH2:3][CH2:4][CH2:5][N:6]1[C:14]2[C:9](=[CH:10][C:11]([O:15][CH:16]([F:18])[F:17])=[CH:12][CH:13]=2)[C:8]([C:19]2[N:24]=[C:23]3[C:25]([C:47]([NH:49][C:50]([CH3:53])([CH3:52])[CH3:51])=[O:48])=[CH:26][NH:27][C:22]3=[N:21][CH:20]=2)=[N:7]1 |f:3.4|. Starting materials: O=C(O)C1CCC(=O)N1Cc1ccccc1, C1CCOC1, C[Si](C)(C)[N-][Si](C)(C)C, Cl, CI, [Li+]. Product: CC1CC(C(=O)O)N(Cc2ccccc2)C1=O. As a reaction SMILES: [CH2:1]([c:2]1[cH:3][cH:4][cH:5][cH:6][cH:7]1)[N:8]1[CH:9]([C:14](=[O:15])[OH:16])[CH2:10][CH2:11][C:12]1=[O:13].[CH2:30]1[O:31][CH2:32][CH2:33][CH2:34]1.[CH3:17][Si:18]([N-:19][Si:20]([CH3:21])([CH3:22])[CH3:23])([CH3:24])[CH3:25].[ClH:29].[I:27][CH3:28].[Li+:26]>>[CH2:1]([c:2]1[cH:3][cH:4][cH:5][cH:6][cH:7]1)[N:8]1[CH:9]([C:14](=[O:15])[OH:16])[CH2:10][CH:11]([CH3:17])[C:12]1=[O:13]. Starting materials: O (Water), [OH-].[Na+] (sodium hydroxide), OO (hydrogen peroxide), C(C)(C)C1=NN(C2=NC=CC(=C21)C=2C=NC1=CC=CC=C1C2)C2=C(C=C(C#N)C=C2)C (4-{3-isopropyl-4-(quinolin-3-yl)-1H-pyrazolo[3,4-b]pyridin-1-yl}-3-methylbenzonitrile). The solvent is CS(=O)C (DMSO), C(C)O (ethanol). Reaction conditions: time 30 minute. Yields the product C(C)(C)C1=NN(C2=NC=CC(=C21)C=2C=NC1=CC=CC=C1C2)C2=C(C=C(C(=O)N)C=C2)C (4-{3-Isopropyl-4-(quinolin-3-yl)-1H-pyrazolo[3,4-b]pyridin-1-yl}-3-methylbenzamide). The yield is 83.0%. RXN SMILES: [CH:1]([C:4]1[C:12]2[C:7](=[N:8][CH:9]=[CH:10][C:11]=2[C:13]2[CH:14]=[N:15][C:16]3[C:21]([CH:22]=2)=[CH:20][CH:19]=[CH:18][CH:17]=3)[N:6]([C:23]2[CH:30]=[CH:29][C:26]([C:27]#[N:28])=[CH:25][C:24]=2[CH3:31])[N:5]=1)([CH3:3])[CH3:2].[OH-:32].[Na+].OO.O>CS(C)=O.C(O)C>[CH:1]([C:4]1[C:12]2[C:7](=[N:8][CH:9]=[CH:10][C:11]=2[C:13]2[CH:14]=[N:15][C:16]3[C:21]([CH:22]=2)=[CH:20][CH:19]=[CH:18][CH:17]=3)[N:6]([C:23]2[CH:30]=[CH:29][C:26]([C:27]([NH2:28])=[O:32])=[CH:25][C:24]=2[CH3:31])[N:5]=1)([CH3:3])[CH3:2] |f:1.2|. Procedure: 4-Fluoro-3-methylbenzonitrile (0.077 g) and cesium carbonate (0.203 g) were added to a solution of compound (6c) (0.150 g) in DMF (1.73 mL), followed by stirring at 80° C. for 18 hr. The reaction solution was distributed between ethyl acetate and water. The organic layer was washed with saturated saline and then dried over anhydrous sodium sulfate. The solvent was distilled away, and the residue was purified by neutral silica gel column chromatography (hexane/ethyl acetate) to obtain 4-{(3-isopr...